From a dataset of the Open Reaction Database (ORD), a public repository of structured organic reaction records. describe an organic reaction: reactants, conditions, products, and yield The reactants are OC=1C=CC2=CCCC(=C2C1)N1CCN(CC1)C (7-hydroxy-1-(4-methyl-1-piperazinyl)-2,3-dihydronaphthalene). Reagents/catalysts: [Pd] (Palladium on carbon). Solvent: C1(=CC=CC=C1)C (toluene). The product is OC1=CC=C2C=CC=C(C2=C1)N1CCN(CC1)C (7-Hydroxy-1-(4-methyl-1-piperazinyl)-naphthalene). The yield is 34.7%. Reaction SMILES: [OH:1][C:2]1[CH:3]=[CH:4][C:5]2[C:10]([CH:11]=1)=[C:9]([N:12]1[CH2:17][CH2:16][N:15]([CH3:18])[CH2:14][CH2:13]1)[CH2:8][CH2:7][CH:6]=2>[Pd].C1(C)C=CC=CC=1>[OH:1][C:2]1[CH:11]=[C:10]2[C:5]([CH:6]=[CH:7][CH:8]=[C:9]2[N:12]2[CH2:17][CH2:16][N:15]([CH3:18])[CH2:14][CH2:13]2)=[CH:4][CH:3]=1. Reported procedure: 10% Palladium on carbon (1.16 g) and 7-hydroxy-1-(4-methyl-1-piperazinyl)-2,3-dihydronaphthalene (1.48 g, 6.06 mmol) were slurried in toluene (100 mL) and refluxed 16.5 h. The mixture was cooled, filtered, and concentrated. The product was purified by flash chromatography on silica gel (1×6 inches). Elution with 50% ethyl acetate/hexane followed by 100% ethyl acetate gave 0.51 g (34%) of the title product as a light pink foam. A sample was recrystallized from ether to give a cream colored solid ... Procedure details: 7-(cyanomethyloxy)-3′,4′,5-trimethoxy flavone (0.3 g, 0.82 mmol) obtained in Step 2, ammonium chloride (0.13 g, 2.45 mmol) and sodium azide (0.08 g, 1.23 mmol) were dissolved in N,N′-dimethylformamide (6 mL). After the reaction was carried out at 120° C. for 3 hours, the reaction solution was cooled to room temperature. The resulting solids were filtered and washed with ethyl acetate and n-hexane. The washed solids were dissolved in a 3:1 mixed solvent of chloroform and methanol and dried over a... Product: N1N=NN=C1COC1=CC(=C2C(C=C(OC2=C1)C1=CC(=C(C=C1)OC)OC)=O)OC (7-(tetrazol-5-ylmethyloxy)-3′,4′,5-trimethoxy flavone). Run at time 3 hour. Starting materials: C(#N)COC1=CC(=C2C(C=C(OC2=C1)C1=CC(=C(C=C1)OC)OC)=O)OC (7-(cyanomethyloxy)-3′,4′,5-trimethoxy flavone), [Cl-].[NH4+] (ammonium chloride), [N-]=[N+]=[N-].[Na+] (sodium azide). RXN SMILES: [C:1]([CH2:3][O:4][C:5]1[CH:14]=[C:13]2[C:8]([C:9](=[O:25])[CH:10]=[C:11]([C:15]3[CH:20]=[CH:19][C:18]([O:21][CH3:22])=[C:17]([O:23][CH3:24])[CH:16]=3)[O:12]2)=[C:7]([O:26][CH3:27])[CH:6]=1)#[N:2].[Cl-].[NH4+].[N-:30]=[N+:31]=[N-:32].[Na+]>CN(C=O)C>[NH:30]1[C:1]([CH2:3][O:4][C:5]2[CH:14]=[C:13]3[C:8]([C:9](=[O:25])[CH:10]=[C:11]([C:15]4[CH:20]=[CH:19][C:18]([O:21][CH3:22])=[C:17]([O:23][CH3:24])[CH:16]=4)[O:12]3)=[C:7]([O:26][CH3:27])[CH:6]=2)=[N:2][N:32]=[N:31]1 |f:1.2,3.4|. Isolated yield 57.9%. Run in CN(C)C=O (N,N′-dimethylformamide). The reactants are CC(C)=O, COc1ccc(C=O)c(O)c1I. The product is COc1ccc(C=O)c(OC)c1I. Reaction SMILES: [CH3:13][C:14](=[O:15])[CH3:16].[I:1][c:2]1[c:3]([OH:12])[c:4]([CH:5]=[O:6])[cH:7][cH:8][c:9]1[O:10][CH3:11]>>[I:1][c:2]1[c:3]([O:12][CH3:13])[c:4]([CH:5]=[O:6])[cH:7][cH:8][c:9]1[O:10][CH3:11]. Starting materials: N(=NC(=O)N1CCCCC1)C(=O)N1CCCCC1 (1,1′-(azodicarbonyl)dipiperidine), CC1=C(N=C(S1)C1=CC=CC=C1)COC1=NOC(=C1)CO (3-(5-methyl-2-phenyl-4-thiazolylmethoxy)-5-isoxazolylmethanol), OC1=C(C=CC=C1)CC(=O)OC (methyl 2-(2-hydroxyphenyl)acetate), C(CCC)P(CCCC)CCCC (tributylphosphine). The solvent is O1CCCC1 (tetrahydrofuran). Reaction conditions: time 3 day. The product is CC1=C(N=C(S1)C1=CC=CC=C1)COC1=NOC(=C1)COC1=C(C=CC=C1)CC(=O)OC (methyl 2-[2-[[3-[(5-methyl-2-phenyl-4-thiazolyl)methoxy]-5-isoxazolyl]methoxy]phenyl]acetate). Yield: 46.1%. Reaction SMILES: [CH3:1][C:2]1[S:6][C:5]([C:7]2[CH:12]=[CH:11][CH:10]=[CH:9][CH:8]=2)=[N:4][C:3]=1[CH2:13][O:14][C:15]1[CH:19]=[C:18]([CH2:20][OH:21])[O:17][N:16]=1.O[C:23]1[CH:28]=[CH:27][CH:26]=[CH:25][C:24]=1[CH2:29][C:30]([O:32][CH3:33])=[O:31].C(P(CCCC)CCCC)CCC.N(C(N1CCCCC1)=O)=NC(N1CCCCC1)=O>O1CCCC1>[CH3:1][C:2]1[S:6][C:5]([C:7]2[CH:8]=[CH:9][CH:10]=[CH:11][CH:12]=2)=[N:4][C:3]=1[CH2:13][O:14][C:15]1[CH:19]=[C:18]([CH2:20][O:21][C:23]2[CH:28]=[CH:27][CH:26]=[CH:25][C:24]=2[CH2:29][C:30]([O:32][CH3:33])=[O:31])[O:17][N:16]=1. Procedure details: To a mixture of 3-(5-methyl-2-phenyl-4-thiazolylmethoxy)-5-isoxazolylmethanol (0.80 g), methyl 2-(2-hydroxyphenyl)acetate (0.45 g), tributylphosphine (1.05 g) and tetrahydrofuran (100 mL) was added 1,1′-(azodicarbonyl)dipiperidine (1.31 g) at room temperature and the mixture was stirred for 3 days. The precipitated crystals were filtered off. The filtrate was concentrated and the residue was subjected to silica gel column chromatography to give crystals (0.55 g, 47%) of methyl 2-[2-[[3-[(5-methy... The reactants are Cl (HCl), O1CCOCC1 (dioxane), ClC1=NC=CC(=C1C1=NC2=C(N1)C=C(C=C2C)N2CC1(CC2)CN(CC1)CC)I (2-(2-chloro-4-iodo-pyridin-3-yl)-6-(7-ethyl-2,7-diaza-spiro[4.4]non-2-yl)-4-methyl-1H-benzoimidazole). Solvent: O (H2O). Reaction conditions: temperature 85 celsius. The product is ClC1=C(C(NC=C1)=O)C1=NC2=C(N1)C=C(C=C2C)N2CC1(CC2)CN(CC1)CC (4-Chloro-3-[6-(7-ethyl-2,7-diaza-spiro[4.4]non-2-yl)-4-methyl-1H-benzoimidazol-2-yl]-1H-pyridin-2-one). Isolated yield 15.0%. Reaction SMILES: Cl[C:2]1[C:7]([C:8]2[NH:12][C:11]3[CH:13]=[C:14]([N:18]4[CH2:22][CH2:21][C:20]5([CH2:26][CH2:25][N:24]([CH2:27][CH3:28])[CH2:23]5)[CH2:19]4)[CH:15]=[C:16]([CH3:17])[C:10]=3[N:9]=2)=[C:6](I)[CH:5]=[CH:4][N:3]=1.[ClH:30].[O:31]1CCOCC1>O>[Cl:30][C:6]1[CH:5]=[CH:4][NH:3][C:2](=[O:31])[C:7]=1[C:8]1[NH:12][C:11]2[CH:13]=[C:14]([N:18]3[CH2:22][CH2:21][C:20]4([CH2:26][CH2:25][N:24]([CH2:27][CH3:28])[CH2:23]4)[CH2:19]3)[CH:15]=[C:16]([CH3:17])[C:10]=2[N:9]=1. Procedure details: To a suspension of 2-(2-chloro-4-iodo-pyridin-3-yl)-6-(7-ethyl-2,7-diaza-spiro[4.4]non-2-yl)-4-methyl-1H-benzoimidazole (450 mg, 0.86 mmol) in H2O (1.5 mL) was added a solution of HCl in dioxane (4 M, 20 mL, 80 mmol). After it was heated at 85° C. for 5 h, the reaction mixture was evaporated to dryness under reduced pressure. The residue was purified by chromatography (100:10:1 CH2Cl2/MeOH/28% aqueous NH4OH) to afford the title compound (53 mg, 15%). 1H NMR (MeOH-d4) δ 1.18 (t, J=8 Hz, 3H), 1.87... Starting materials: COC=1C=CC2=C(C(=C2)CN2CCC(CC2)=O)C1 (1-[(5-methoxybenzocyclobuten-1-yl)methyl]-piperidin-4-one), C[Si](Cl)(C)C (trimethylchlorosilane), C(CCC)[Li] (n-butyllithium), C(C)(C)NC(C)C (diisopropylamine). Solvent: O1CCCC1 (tetrahydrofuran), O1CCCC1 (tetrahydrofuran), CCCCCC (hexane), O1CCCC1 (tetrahydrofuran). Procedure details: 17.4 ml of n-butyllithium in hexane are added at 0°-5° to a solution of 2.81 g of diisopropylamine in 30 ml of dry tetrahydrofuran. The whole is stirred at room temperature for 30 minutes, is again cooled to -15° and a solution of 6.13 g (25 mmol) of 1-[(5-methoxybenzocyclobuten-1-yl)methyl]-piperidin-4-one in 30 ml of tetrahydrofuran is added. After 15 minutes, a solution of 3.05 g (28 mmol) of trimethylchlorosilane in 15 ml of tetrahydrofuran is added dropwise. The whole is stirred overnight a... Reaction conditions: time 30 minute. Product: COC=1C=CC2=C(C(=C2)CN2CC=C(CC2)O[Si](C)(C)C)C1 (1-[(5-methoxybenzocyclobuten-1-yl)methyl]-4-trimethylsilyloxy-1,2,5,6-tetrahydro-pyridine). Reaction SMILES: C([Li])CCC.C(NC(C)C)(C)C.[CH3:13][O:14][C:15]1[CH:16]=[CH:17][C:18]2[CH:21]=[C:20]([CH2:22][N:23]3[CH2:28][CH2:27][C:26](=[O:29])[CH2:25][CH2:24]3)[C:19]=2[CH:30]=1.[CH3:31][Si:32]([CH3:35])([CH3:34])Cl>CCCCCC.O1CCCC1>[CH3:13][O:14][C:15]1[CH:16]=[CH:17][C:18]2[CH:21]=[C:20]([CH2:22][N:23]3[CH2:28][CH2:27][C:26]([O:29][Si:32]([CH3:35])([CH3:34])[CH3:31])=[CH:25][CH2:24]3)[C:19]=2[CH:30]=1. Starting materials: BrC(Br)(Br)Br, CC(C)(C)OC(=O)NCCO, c1ccc(P(c2ccccc2)c2ccccc2)cc1, c1ccccc1. Yields the product CC(C)(C)OC(=O)NCCBr. RXN SMILES: [C:12]([Br:13])([Br:14])([Br:15])[Br:16].[C:1](=[O:2])([O:3][C:4]([CH3:5])([CH3:6])[CH3:7])[NH:8][CH2:9][CH2:10][OH:11].[c:17]1([P:18]([c:19]2[cH:20][cH:21][cH:22][cH:23][cH:24]2)[c:25]2[cH:26][cH:27][cH:28][cH:29][cH:30]2)[cH:31][cH:32][cH:33][cH:34][cH:35]1.[cH:36]1[cH:37][cH:38][cH:39][cH:40][cH:41]1>>[C:1](=[O:2])([O:3][C:4]([CH3:5])([CH3:6])[CH3:7])[NH:8][CH2:9][CH2:10][Br:13]. Starting materials: cuprous bromide, Br (hydrobromic acid), N(=O)[O-].[Na+] (sodium nitrite), NC1=C(C=C(C(=O)OC)C=C1Cl)Cl (Methyl 4-amino-3,5-dichlorobenzoate), Br (hydrobromic acid). Yields the product BrC1=C(C=C(C(=O)OC)C=C1Cl)Cl (methyl 4-bromo-3,5-dichlorobenzoate). Reaction SMILES: N[C:2]1[C:11]([Cl:12])=[CH:10][C:5]([C:6]([O:8][CH3:9])=[O:7])=[CH:4][C:3]=1[Cl:13].N([O-])=O.[Na+].[BrH:18]>>[Br:18][C:2]1[C:11]([Cl:12])=[CH:10][C:5]([C:6]([O:8][CH3:9])=[O:7])=[CH:4][C:3]=1[Cl:13] |f:1.2|. Reported procedure: Methyl 4-amino-3,5-dichlorobenzoate (32 g.) dissolved in 48% hydrobromic acid (100 ml.) was cooled to 0° and sodium nitrite (10.5 g.) was added. The solution was added slowly to a mixture of 48% hydrobromic acid (80 ml.) and cuprous bromide (35 g.) and the mixture heated at reflux for 2 hours. After cooling, the mixture was extracted with ethyl acetate and the organic extracts washed with brine, dried (anhydrous magnesium sulphate) and evaporated to give a dark solid. Crystallisation from ethyl ... Procedure details: 1-Cyclohexyl-5-methyl-1H-pyrazole-4-carbaldehyde was prepared from ethyl acetoacetate and cyclohexyl hydrazine (TCI) in the same manner as 5-cyclopropyl-1-isopropyl-1H-pyrazole-4-carbaldehyde (Example 49). As a reaction SMILES: [C:1]([O:7]CC)(=O)[CH2:2][C:3]([CH3:5])=O.C1(NN)CCCCC1.[CH:18]1([C:21]2[N:25]([CH:26](C)C)[N:24]=[CH:23][C:22]=2C=O)[CH2:20][CH2:19]1>>[CH:23]1([N:24]2[C:3]([CH3:5])=[C:2]([CH:1]=[O:7])[CH:26]=[N:25]2)[CH2:19][CH2:20][CH2:18][CH2:21][CH2:22]1. The reactants are C(CC(=O)C)(=O)OCC (ethyl acetoacetate), C1(CCCCC1)NN (cyclohexyl hydrazine), C1(CC1)C1=C(C=NN1C(C)C)C=O (5-cyclopropyl-1-isopropyl-1H-pyrazole-4-carbaldehyde). Yields the product C1(CCCCC1)N1N=CC(=C1C)C=O (1-Cyclohexyl-5-methyl-1H-pyrazole-4-carbaldehyde). The reactants are OC=1C=C2C=CC(NC2=CC1)=O (6-hydroxyquinoline-2-one), P(O)(O)(O)=O (orthophosphoric acid), C=CC(C)=C (isoprene). Run in C1=CC=CC=C1 (benzene), C1=CC=CC=C1 (benzene). Product: CC1(CCC2=C3C=CC(NC3=CC=C2O1)=O)C (3,3-dimethyl-1,2-dihydro-3H-pyrano[3,2-f]quinoline-8(7H)-one). RXN SMILES: [OH:1][C:2]1[CH:3]=[C:4]2[C:9](=[CH:10][CH:11]=1)[NH:8][C:7](=[O:12])[CH:6]=[CH:5]2.P(=O)(O)(O)O.[CH2:18]=[CH:19][C:20](=[CH2:22])[CH3:21]>C1C=CC=CC=1>[CH3:21][C:20]1([CH3:22])[O:1][C:2]2[C:3](=[C:4]3[C:9](=[CH:10][CH:11]=2)[NH:8][C:7](=[O:12])[CH:6]=[CH:5]3)[CH2:18][CH2:19]1. Procedure details: 6-hydroxyquinoline-2-one (481 mg) and orthophosphoric acid (0.55 ml) were dissolved in 5 ml of benzene, and then a solution of 0.55 ml of isoprene in 5 ml of benzene was added thereto with stirring. The resulting mixture was heated under reflux for 30 minutes. The reaction liquid was poured into ice-cold water and extracted with ethyl acetate. The extracted liquor was washed with water, dehydrated by addition of anhydrous sodium sulfate and filtered. The solvent in the filtrate was distilled awa...